Dataset: the Open Reaction Database (ORD), a public repository of structured organic reaction records. Task: describe an organic reaction: reactants, conditions, products, and yield The reactants are BrC1=CC=2N(C=C1)N=C(C2)C2=CC=C(C=C2)OC (5-bromo-2-(4-methoxyphenyl)pyrazolo[1,5-a]pyridine), [Cl-].ClC=[N+](C)C (N-(Chloromethylene)-N-methylmethanaminium chloride). Run in ClCCCl (1,2-dichloroethane). Run at temperature 20 celsius, time 20 hour. Product: [Cl-].BrC1=CC=2N(C=C1)N=C(C2C=[N+](C)C)C2=CC=C(C=C2)OC (N-((5-bromo-2-(4-methoxyphenyl)pyrazolo[1,5-a]pyridin-3-yl)methylene)-N-methylmethanaminium chloride). Reaction SMILES: [Br:1][C:2]1[CH:7]=[CH:6][N:5]2[N:8]=[C:9]([C:11]3[CH:16]=[CH:15][C:14]([O:17][CH3:18])=[CH:13][CH:12]=3)[CH:10]=[C:4]2[CH:3]=1.[Cl-].[Cl:20][CH:21]=[N+:22]([CH3:24])[CH3:23]>ClCCCl>[Cl-:20].[Br:1][C:2]1[CH:7]=[CH:6][N:5]2[N:8]=[C:9]([C:11]3[CH:12]=[CH:13][C:14]([O:17][CH3:18])=[CH:15][CH:16]=3)[C:10]([CH:21]=[N+:22]([CH3:24])[CH3:23])=[C:4]2[CH:3]=1 |f:1.2,4.5|. Procedure: To a stirred suspension of 5-bromo-2-(4-methoxyphenyl)pyrazolo[1,5-a]pyridine (200 mg, 0.66 mmol) in 1,2-dichloroethane (6 mL) was added N-(Chloromethylene)-N-methylmethanaminium chloride (195 mg, 1.5 mmol). The mixture was stirred at 20° C. for 20 h then heated to 50° C. for 1 h at which time monitoring the reaction by LC indicated all starting material had converted to the title compound. The solids were collected by filtration and dried under reduced pressure to afford the title compound as a... Reactants: CC(C)CC(NC(=O)OC(C)(C)C)C(=O)O, CCCCCCCCC=CCCCCCCCC(=O)N(CCCCCCCCCCCCCC)C1(N)OC(CO)C(O)C(O)C1C(=O)C(C)N, C1CCOC1. Yields the product CCCCCCCCC=CCCCCCCCC(=O)N(CCCCCCCCCCCCCC)C1(N)OC(CO)C(O)C(O)C1C(=O)C(C)NC(=O)C(CC(C)C)NC(=O)OC(C)(C)C. Reaction SMILES: [C:51]([CH3:52])([CH3:53])([CH3:54])[O:55][C:56](=[O:57])[NH:58][CH:59]([CH2:60][CH:61]([CH3:62])[CH3:63])[C:64](=[O:65])[OH:66].[NH2:1][CH:2]([CH3:3])[C:4](=[O:5])[CH:6]1[C:7]([N:16]([C:17]([CH2:18][CH2:19][CH2:20][CH2:21][CH2:22][CH2:23][CH2:24][CH:25]=[CH:26][CH2:27][CH2:28][CH2:29][CH2:30][CH2:31][CH2:32][CH2:33][CH3:34])=[O:35])[CH2:36][CH2:37][CH2:38][CH2:39][CH2:40][CH2:41][CH2:42][CH2:43][CH2:44][CH2:45][CH2:46][CH2:47][CH2:48][CH3:49])([NH2:50])[O:8][CH:9]([CH2:14][OH:15])[CH:10]([OH:13])[CH:11]1[OH:12].[O:67]1[CH2:68][CH2:69][CH2:70][CH2:71]1>>[NH:1]([CH:2]([CH3:3])[C:4](=[O:5])[CH:6]1[C:7]([N:16]([C:17]([CH2:18][CH2:19][CH2:20][CH2:21][CH2:22][CH2:23][CH2:24][CH:25]=[CH:26][CH2:27][CH2:28][CH2:29][CH2:30][CH2:31][CH2:32][CH2:33][CH3:34])=[O:35])[CH2:36][CH2:37][CH2:38][CH2:39][CH2:40][CH2:41][CH2:42][CH2:43][CH2:44][CH2:45][CH2:46][CH2:47][CH2:48][CH3:49])([NH2:50])[O:8][CH:9]([CH2:14][OH:15])[CH:10]([OH:13])[CH:11]1[OH:12])[C:64]([CH:59]([NH:58][C:56]([O:55][C:51]([CH3:52])([CH3:53])[CH3:54])=[O:57])[CH2:60][CH:61]([CH3:62])[CH3:63])=[O:65]. Starting materials: N1CCOCCOCCOCCOCCOCC1 (1-aza-4,7,10,13,16-pentaoxacyclooctadecane), C12(CC3CC(CC(C1)C3)C2)CC(=O)Cl ((1-adamantyl) acetyl chloride). Product: C12(CC3CC(CC(C1)C3)C2)CC(=O)N2CCOCCOCCOCCOCCOCC2 (1-((1-Adamantyl)acetyl)-1-aza-4,7,10,13,16-pentaoxacyclooctadecane). Reaction SMILES: [NH:1]1[CH2:18][CH2:17][O:16][CH2:15][CH2:14][O:13][CH2:12][CH2:11][O:10][CH2:9][CH2:8][O:7][CH2:6][CH2:5][O:4][CH2:3][CH2:2]1.[C:19]12([CH2:29][C:30](Cl)=[O:31])[CH2:28][CH:23]3[CH2:24][CH:25]([CH2:27][CH:21]([CH2:22]3)[CH2:20]1)[CH2:26]2>>[C:19]12([CH2:29][C:30]([N:1]3[CH2:18][CH2:17][O:16][CH2:15][CH2:14][O:13][CH2:12][CH2:11][O:10][CH2:9][CH2:8][O:7][CH2:6][CH2:5][O:4][CH2:3][CH2:2]3)=[O:31])[CH2:26][CH:25]3[CH2:24][CH:23]([CH2:22][CH:21]([CH2:27]3)[CH2:20]1)[CH2:28]2. Reported procedure: Analogously to Example 14 from 1-aza-4,7,10,13,16-pentaoxacyclooctadecane and (1-adamantyl) acetyl chloride. Starting materials: O=C(NCCCCCC(=O)N1CC(O)CC1CO)OCc1ccccc1, C1CCOC1. The product is O=C(NCCCCCCN1CC(O)CC1CO)OCc1ccccc1. Reaction SMILES: [CH2:1]([c:2]1[cH:3][cH:4][cH:5][cH:6][cH:7]1)[O:8][C:9]([NH:10][CH2:11][CH2:12][CH2:13][CH2:14][CH2:15][C:16](=[O:17])[N:18]1[CH:19]([CH2:24][OH:25])[CH2:20][CH:21]([OH:23])[CH2:22]1)=[O:26].[CH2:27]1[O:28][CH2:29][CH2:30][CH2:31]1>>[CH2:1]([c:2]1[cH:3][cH:4][cH:5][cH:6][cH:7]1)[O:8][C:9]([NH:10][CH2:11][CH2:12][CH2:13][CH2:14][CH2:15][CH2:16][N:18]1[CH:19]([CH2:24][OH:25])[CH2:20][CH:21]([OH:23])[CH2:22]1)=[O:26]. The reactants are CN[C@H]1CC[C@H](C2=C1C=CC=C2)C=3C=CC(=C(C3)Cl)Cl (sertraline), Cl.N1=CC=CC=C1 (pyridine hydrochloride). Solvent: C(CC)O (n-propanol). Yields the product CN[C@H]1CC[C@H](C2=C1C=CC=C2)C=3C=CC(=C(C3)Cl)Cl.Cl (sertraline hydrochloride), II. Isolated yield 93.0%. As a reaction SMILES: [CH3:1][NH:2][C@@H:3]1[C:8]2[CH:9]=[CH:10][CH:11]=[CH:12][C:7]=2[C@H:6]([C:13]2[CH:14]=[CH:15][C:16]([Cl:20])=[C:17]([Cl:19])[CH:18]=2)[CH2:5][CH2:4]1.[ClH:21].N1C=CC=CC=1>C(O)CC>[CH3:1][NH:2][C@@H:3]1[C:8]2[CH:9]=[CH:10][CH:11]=[CH:12][C:7]=2[C@H:6]([C:13]2[CH:14]=[CH:15][C:16]([Cl:20])=[C:17]([Cl:19])[CH:18]=2)[CH2:5][CH2:4]1.[ClH:21] |f:1.2,4.5|. Procedure: A solution of 50 g of sertraline base in 200 ml of n-propanol is treated with one equivalent of pyridine hydrochloride at 50° C., under a nitrogen atmosphere, for about half an hour. The mixture is allowed to reach room temperature. At about 45° C. a gel begins to precipitate which fluidifies rapidly and transforms into a crystalline solid. Agitation is maintained for 1 hour at room temperature. The solid is filtered, washed and dried under vacuum. 52 g of sertraline hydrochloride form II (yield... Starting materials: O=C1N2C=3N(C(C=CC3C=C1)=O)[C@@H](C2)CN2CCC(CC2)(C)NC(C(F)(F)F)=O (N-(1-{[(1R)-4,9-Dioxo-1,2-dihydro-4H,9H-imidazo[1,2,3-ij]-1,8-naphthyridin-1-yl]methyl}-4-methyl-4-piperidinyl)-2,2,2-trifluoroacetamide), solution, C([O-])([O-])=O.[K+].[K+] (potassium carbonate). Reaction conditions: time 2 hour. Yields the product NC1(CCN(CC1)C[C@@H]1CN2C(C=CC=3C=CC(N1C23)=O)=O)C ((1R)-1-[(4-Amino-4-methyl-1-piperidinyl)methyl]-1,2-dihydro-4H,9H-imidazo[1,2,3-ij]-1,8-naphthyridine-4,9-dione). Yield: 45.8%. As a reaction SMILES: [O:1]=[C:2]1[CH:11]=[CH:10][C:9]2[CH:8]=[CH:7][C:6](=[O:12])[N:5]3[C@H:13]([CH2:15][N:16]4[CH2:21][CH2:20][C:19]([NH:23]C(=O)C(F)(F)F)([CH3:22])[CH2:18][CH2:17]4)[CH2:14][N:3]1[C:4]=23.C(=O)([O-])[O-].[K+].[K+]>>[NH2:23][C:19]1([CH3:22])[CH2:18][CH2:17][N:16]([CH2:15][C@H:13]2[N:5]3[C:4]4[N:3]([C:2](=[O:1])[CH:11]=[CH:10][C:9]=4[CH:8]=[CH:7][C:6]3=[O:12])[CH2:14]2)[CH2:21][CH2:20]1 |f:1.2.3|. Procedure: N-(1-{[(1R)-4,9-Dioxo-1,2-dihydro-4H,9H-imidazo[1,2,3-ij]-1,8-naphthyridin-1-yl]methyl}-4-methyl-4-piperidinyl)-2,2,2-trifluoroacetamide (171 mg, 0.417 mmol) was treated with a 7% solution of potassium carbonate (450 mg in 2 ml water/5 ml methanol) and stirred at rt for 2 h, and then at 70° C. for 18 h then evaporated and dissolved in 5% MeOH/DCM (100 ml), filtered and purified by SCX (5 g, eluting with MeOH and then 0.5M NH3/MeOH and then 2M NH3/MeOH). Fractions containing product were then eva...